Dataset: the Open Reaction Database (ORD), a public repository of structured organic reaction records. Task: describe an organic reaction: reactants, conditions, products, and yield The product is C(C)NC(=O)C1=NC(=CC=C1)C1=CC=C(C=C1)C(C(C)C)(C=1N=CN(C1)C(C1=CC=CC=C1)(C1=CC=CC=C1)C1=CC=CC=C1)O (N-ethyl-6-{4-[1-hydroxy-2-methyl-1-(1-trityl-1H-imidazol-4-yl)propyl]phenyl}-2-pyridinecarboxamide). The yield is 59.5%. Procedure details: By the reaction in the same manner as in Example 33-(ii) using 4-[1-hydroxy-2-methyl-1-(1-trityl-1H-imidazol-4-yl)propyl]phenylboronic acid (3.10 g), 6-bromo-N-ethyl-2-pyridinecarboxamide (1.20 g) and tetrakis(triphenylphosphine)palladium(0) (0.170 g), the title compound (1.89 g) was obtained as colorless powder crystals. Reaction SMILES: [OH:1][C:2]([C:30]1[CH:35]=[CH:34][C:33](B(O)O)=[CH:32][CH:31]=1)([C:6]1[N:7]=[CH:8][N:9]([C:11]([C:24]2[CH:29]=[CH:28][CH:27]=[CH:26][CH:25]=2)([C:18]2[CH:23]=[CH:22][CH:21]=[CH:20][CH:19]=2)[C:12]2[CH:17]=[CH:16][CH:15]=[CH:14][CH:13]=2)[CH:10]=1)[CH:3]([CH3:5])[CH3:4].Br[C:40]1[N:45]=[C:44]([C:46]([NH:48][CH2:49][CH3:50])=[O:47])[CH:43]=[CH:42][CH:41]=1>C1C=CC([P]([Pd]([P](C2C=CC=CC=2)(C2C=CC=CC=2)C2C=CC=CC=2)([P](C2C=CC=CC=2)(C2C=CC=CC=2)C2C=CC=CC=2)[P](C2C=CC=CC=2)(C2C=CC=CC=2)C2C=CC=CC=2)(C2C=CC=CC=2)C2C=CC=CC=2)=CC=1>[CH2:49]([NH:48][C:46]([C:44]1[CH:43]=[CH:42][CH:41]=[C:40]([C:33]2[CH:32]=[CH:31][C:30]([C:2]([OH:1])([C:6]3[N:7]=[CH:8][N:9]([C:11]([C:12]4[CH:13]=[CH:14][CH:15]=[CH:16][CH:17]=4)([C:24]4[CH:25]=[CH:26][CH:27]=[CH:28][CH:29]=4)[C:18]4[CH:19]=[CH:20][CH:21]=[CH:22][CH:23]=4)[CH:10]=3)[CH:3]([CH3:5])[CH3:4])=[CH:35][CH:34]=2)[N:45]=1)=[O:47])[CH3:50] |^1:54,56,75,94|. The reagents and catalysts are C=1C=CC(=CC1)[P](C=2C=CC=CC2)(C=3C=CC=CC3)[Pd]([P](C=4C=CC=CC4)(C=5C=CC=CC5)C=6C=CC=CC6)([P](C=7C=CC=CC7)(C=8C=CC=CC8)C=9C=CC=CC9)[P](C=1C=CC=CC1)(C=1C=CC=CC1)C=1C=CC=CC1 (tetrakis(triphenylphosphine)palladium(0)). The reactants are OC(C(C)C)(C=1N=CN(C1)C(C1=CC=CC=C1)(C1=CC=CC=C1)C1=CC=CC=C1)C1=CC=C(C=C1)B(O)O (4-[1-hydroxy-2-methyl-1-(1-trityl-1H-imidazol-4-yl)propyl]phenylboronic acid), BrC1=CC=CC(=N1)C(=O)NCC (6-bromo-N-ethyl-2-pyridinecarboxamide). Starting materials: C(C1=CC=CC=C1)N1C=NC2=C1C=C(C=C2)N (3-benzyl-5-aminobenzimidazole), BrBr (Br2), CO.C(Cl)(Cl)Cl (MeOH CHCl3), N (NH3). The solvent is CC(=O)O (AcOH), CC(=O)O (AcOH). Yields the product C(C1=CC=CC=C1)N1C=NC2=C1C(=C(C=C2)N)Br (3-Benzyl-4-bromo-5-aminobenzimidazole). Yield: 29.0%. RXN SMILES: [CH2:1]([N:8]1[C:12]2[CH:13]=[C:14]([NH2:17])[CH:15]=[CH:16][C:11]=2[N:10]=[CH:9]1)[C:2]1[CH:7]=[CH:6][CH:5]=[CH:4][CH:3]=1.[Br:18]Br.N.CO.C(Cl)(Cl)Cl>CC(O)=O>[CH2:1]([N:8]1[C:12]2[C:13]([Br:18])=[C:14]([NH2:17])[CH:15]=[CH:16][C:11]=2[N:10]=[CH:9]1)[C:2]1[CH:3]=[CH:4][CH:5]=[CH:6][CH:7]=1 |f:3.4|. Procedure: To a solution of 3-benzyl-5-aminobenzimidazole (0.88 g, 3.9 mmol) in 20 ml of AcOH was added solution of Br2 in AcOH until it produces a precipitation. The reaction mixture was concentrated in vacuo to provide a brown solid which was subjected to column chromatography (5% NH3 sat'd MeOH/CHCl3) to provide 0.35 g (1.2 mmol, 29%) of the product. Reactants: ClC1=CC=C(C(=N1)N(C)C)[N+](=O)[O-] (6-chloro-2-dimethylamino-3-nitro pyridine), CN (methyl amine). Yields the product ClC1=CC=C(C(=N1)NC)[N+](=O)[O-] (6-chloro-2-methylamino-3-nitro-pyridine). RXN SMILES: [Cl:1][C:2]1[N:7]=[C:6]([N:8](C)[CH3:9])[C:5]([N+:11]([O-:13])=[O:12])=[CH:4][CH:3]=1.CN>>[Cl:1][C:2]1[N:7]=[C:6]([NH:8][CH3:9])[C:5]([N+:11]([O-:13])=[O:12])=[CH:4][CH:3]=1. Procedure: 6-chloro-2-methylamino-3-nitro-pyridine was prepared in accordance to the procedure described above for the preparation of 6-chloro-2-dimethylamino-3-nitro pyridine by using solution of methyl amine. The crude product was purified by flash chromatography, eluting with 90% hexane: 10% ethyl acetate to 16 (300 mg). Reactants: COc1ccc(CNC2CCC(N(C)C(=O)OC(C)(C)C)CC2)cc1-c1ccc(C#N)cc1, CCN(C(C)C)C(C)C, O=C(Cl)c1sc2ccccc2c1Cl, ClCCl. Product: COc1ccc(CN(C(=O)c2sc3ccccc3c2Cl)C2CCC(N(C)C(=O)OC(C)(C)C)CC2)cc1-c1ccc(C#N)cc1. As a reaction SMILES: [C:10]([CH3:11])([CH3:12])([CH3:13])[O:14][C:15]([N:16]([CH3:17])[CH:18]1[CH2:19][CH2:20][CH:21]([NH:24][CH2:25][c:26]2[cH:27][c:28](-[c:34]3[cH:35][cH:36][c:37]([C:40]#[N:41])[cH:38][cH:39]3)[c:29]([O:32][CH3:33])[cH:30][cH:31]2)[CH2:22][CH2:23]1)=[O:42].[CH:1]([N:2]([CH2:3][CH3:4])[CH:5]([CH3:6])[CH3:7])([CH3:8])[CH3:9].[Cl:43][c:44]1[c:45]2[c:46]([s:47][c:48]1[C:49](=[O:50])[Cl:51])[cH:52][cH:53][cH:54][cH:55]2.[Cl:56][CH2:57][Cl:58]>>[C:10]([CH3:11])([CH3:12])([CH3:13])[O:14][C:15]([N:16]([CH3:17])[CH:18]1[CH2:19][CH2:20][CH:21]([N:24]([CH2:25][c:26]2[cH:27][c:28](-[c:34]3[cH:35][cH:36][c:37]([C:40]#[N:41])[cH:38][cH:39]3)[c:29]([O:32][CH3:33])[cH:30][cH:31]2)[C:49]([c:48]2[c:44]([Cl:43])[c:45]3[c:46]([s:47]2)[cH:52][cH:53][cH:54][cH:55]3)=[O:50])[CH2:22][CH2:23]1)=[O:42]. Reactants: NC1=NNC(=N1)SC (3-amino-5-methylthio-1H-1,2,4-triazole), COC(=O)C1=C(C=CC=C1)S(=O)(=O)N=C=O (2-(methoxycarbonyl)benzenesulfonylisocyanate). The solvent is C(Cl)Cl (methylene chloride). Reaction conditions: time 8 hour. The product is CSC1=NC(=NN1)NC(=O)NS(=O)(=O)C1=C(C(=O)OC)C=CC=C1 (2-[[(5-Methylthio-1H-1,2,4-triazol-3-yl)aminocarbonyl]aminosulfonyl]benzoic acid, methyl ester). As a reaction SMILES: [NH2:1][C:2]1[N:6]=[C:5]([S:7][CH3:8])[NH:4][N:3]=1.[CH3:9][O:10][C:11]([C:13]1[CH:18]=[CH:17][CH:16]=[CH:15][C:14]=1[S:19]([N:22]=[C:23]=[O:24])(=[O:21])=[O:20])=[O:12]>C(Cl)Cl>[CH3:8][S:7][C:5]1[NH:4][N:3]=[C:2]([NH:1][C:23]([NH:22][S:19]([C:14]2[CH:15]=[CH:16][CH:17]=[CH:18][C:13]=2[C:11]([O:10][CH3:9])=[O:12])(=[O:21])=[O:20])=[O:24])[N:6]=1. Procedure details: To a mixture of 5.0 grams (0.0385 mole) 3-amino-5-methylthio-1H-1,2,4-triazole (Aldrich Chemicals) and 75 ml of dry methylene chloride stirring in a 200 ml RB single neck flask, 10.5 grams of 2-(methoxycarbonyl)benzenesulfonylisocyanate was added at ambient temperature; a clear solution gradually formed. After stirring overnight at room temperature, the white solid which precipitated was filtered and washed with methylene chloride, yield 11.7 grams, m.p.147°-153°. Starting materials: C(OCCC(C1=CC(=C(C(=C1)OC)OC)OC)=O)([O-])=O (3,4,5-trimethoxy-benzoylethyl carbonate), N1=CC=CC2=CC=CC=C12 (quinoline), [H][H] (hydrogen), solution, [S] (sulfur). The reagents and catalysts are [Pd] (Pd). Conditions: time 12 hour. The product is COC=1C=C(C=O)C=C(C1OC)OC (3,4,5-trimethoxybenzaldehyde). Yield: 0.9%. RXN SMILES: C(=O)([O-])OCC[C:5](=[O:18])[C:6]1[CH:11]=[C:10]([O:12][CH3:13])[C:9]([O:14][CH3:15])=[C:8]([O:16][CH3:17])[CH:7]=1.[S].N1C2C(=CC=CC=2)C=CC=1.[H][H]>[Pd]>[CH3:17][O:16][C:8]1[CH:7]=[C:6]([CH:11]=[C:10]([O:12][CH3:13])[C:9]=1[O:14][CH3:15])[CH:5]=[O:18] |^3:20|. Procedure details: To a solution of 28.4 g (10.1 moles) of 3,4,5-trimethoxy-benzoylethyl carbonate in ml 300, prepared as described in step (a), 14.2 g of Pd supported on BaSO4 (10%) and 0.1 ml of a solution of sulfur and quinoline prepared following Rosemund and Zetzsche and diluted 1:3000 are added. The mixture is hydrogenated in a PARR apparatus in an hydrogen atmosphere at ordinary pressure and 25° C. under efficient shaking during 12 hours. The catalyst is removed by filtration and recovered, whereas the orga...